Dataset: the Open Reaction Database (ORD), a public repository of structured organic reaction records. Task: describe an organic reaction: reactants, conditions, products, and yield The reactants are CS(C)=O, CC(C)(C)OC(=O)N1CCC(Oc2cccc3c2CCN3c2ccc(I)cc2)CC1, [Na+], [OH-], O, O=C(O)C1CCCN1. Product: CC(C)(C)OC(=O)N1CCC(Oc2cccc3c2CCN3c2ccc(S(C)(=O)=O)cc2)CC1. RXN SMILES: [CH3:41][S:42](=[O:43])[CH3:44].[I:1][c:2]1[cH:3][cH:4][c:5]([N:8]2[CH2:9][CH2:10][c:11]3[c:12]([O:17][CH:18]4[CH2:19][CH2:20][N:21]([C:24](=[O:25])[O:26][C:27]([CH3:28])([CH3:29])[CH3:30])[CH2:22][CH2:23]4)[cH:13][cH:14][cH:15][c:16]32)[cH:6][cH:7]1.[Na+:40].[OH-:39].[OH2:45].[OH:31][C:32]([CH:33]1[NH:34][CH2:35][CH2:36][CH2:37]1)=[O:38]>>[c:2]1([S:42](=[O:39])(=[O:43])[CH3:44])[cH:3][cH:4][c:5]([N:8]2[CH2:9][CH2:10][c:11]3[c:12]([O:17][CH:18]4[CH2:19][CH2:20][N:21]([C:24](=[O:25])[O:26][C:27]([CH3:28])([CH3:29])[CH3:30])[CH2:22][CH2:23]4)[cH:13][cH:14][cH:15][c:16]32)[cH:6][cH:7]1. Yields the product Cl.O=C(CCC=1C=NC=CC1)NNC(=O)N1C2=C(OC3=C(C1)C=CC=C3)C=CC(=C2)Cl (8-chlorodibenz[b,f][1,4]oxazepine-10(11H)-carboxylic acid, 2-[1-oxo-3-(3-pyridinyl)propyl]hydrazide. monohydrochloride). RXN SMILES: [Cl:1][C:2]1[CH:20]=[CH:19][C:5]2[O:6][C:7]3[CH:18]=[CH:17][CH:16]=[CH:15][C:8]=3[CH2:9][N:10]([C:11]([NH:13][NH2:14])=[O:12])[C:4]=2[CH:3]=1.[N:21]1[CH:26]=[CH:25][CH:24]=[C:23]([CH2:27][CH2:28][C:29](O)=[O:30])[CH:22]=1>C(O)(=O)C>[ClH:1].[O:30]=[C:29]([NH:14][NH:13][C:11]([N:10]1[CH2:9][C:8]2[CH:15]=[CH:16][CH:17]=[CH:18][C:7]=2[O:6][C:5]2[CH:19]=[CH:20][C:2]([Cl:1])=[CH:3][C:4]1=2)=[O:12])[CH2:28][CH2:27][C:23]1[CH:22]=[N:21][CH:26]=[CH:25][CH:24]=1 |f:3.4|. Reported procedure: The experiment described above in Example 7 was repeated on a five mmol scale with 8-chlorodibenz[b,f][1,41oxazepine-10(11H)-carboxylic acid, hydrazide (1), prepared as described above in Example 1, and 3-(3-pyridyl)propionic acid. The yield of the reaction product was 0.75 g (34%). The free base was dissolved in 5 mL of acetic acid (HOAc) and filtered. To the filtrate was added 5 mL of 6N HCl dioxane. The hydrochloride salt was precipitated from the reaction by the addition of Et2O. The resulta... Reactants: ClC1=CC2=C(OC3=C(CN2C(=O)NN)C=CC=C3)C=C1 (8-chlorodibenz[b,f][1,41oxazepine-10(11H)-carboxylic acid, hydrazide), N1=CC(=CC=C1)CCC(=O)O (3-(3-pyridyl)propionic acid). The solvent is C(C)(=O)O (acetic acid).